From a dataset of the Open Reaction Database (ORD), a public repository of structured organic reaction records. describe an organic reaction: reactants, conditions, products, and yield Reactants: N1N=C(C=C1)NC=1OCC(C1C(=O)OCC)=O (ethyl 2-[(3-pyrazolyl)amino]-4-oxo-4,5-dihydrofuran-3-carboxylate), N1C=C(C2=CC=CN=C12)C=O (7-azaindole-3-carboxaldehyde), N1[C@H](C(=O)O)CCC1 (L-proline). The solvent is C(C)O (ethanol). Product: N1C=C(C=2C1=NC=CC2)C=C2C(C(=C(O2)NC2=NNC=C2)C(=O)OCC)=O (Ethyl 5-[(1H-pyrrolo[2,3-b]pyridin-3-yl)methylene]-2-[(3-pyrazolyl)amino]-4-oxo-4,5-dihydrofuran-3-carboxylate). Isolated yield 42.1%. Reaction SMILES: [NH:1]1[CH:5]=[CH:4][C:3]([NH:6][C:7]2[O:8][CH2:9][C:10](=[O:17])[C:11]=2[C:12]([O:14][CH2:15][CH3:16])=[O:13])=[N:2]1.[NH:18]1[C:26]2[C:21](=[CH:22][CH:23]=[CH:24][N:25]=2)[C:20]([CH:27]=O)=[CH:19]1.N1CCC[C@H]1C(O)=O>C(O)C>[NH:18]1[C:26]2=[N:25][CH:24]=[CH:23][CH:22]=[C:21]2[C:20]([CH:27]=[C:9]2[O:8][C:7]([NH:6][C:3]3[CH:4]=[CH:5][NH:1][N:2]=3)=[C:11]([C:12]([O:14][CH2:15][CH3:16])=[O:13])[C:10]2=[O:17])=[CH:19]1. Procedure details: To a solution of ethyl 2-[(3-pyrazolyl)amino]-4-oxo-4,5-dihydrofuran-3-carboxylate (0.30 g, 1.3 mmol) which similarly prepared according to the procedure described in the Example 4, First step, and 7-azaindole-3-carboxaldehyde (0.19 g, 1.3 mmol) in ethanol (6.0 mL), L-proline (0.015 g, 0.13 mmol) was added at ambient temperature. The mixture was refluxed for 16 h. Cooled to ambient temperature, the precipitate was collected by filtration, washed with ethanol then dried to afford the titled compo...